From a dataset of the Open Reaction Database (ORD), a public repository of structured organic reaction records. describe an organic reaction: reactants, conditions, products, and yield Reactants: CC(C)Oc1cc(OCc2ccccc2)cc2nc[nH]c(=O)c12, CN(C)C=O, O=C[O-], [NH4+]. Product: CC(C)Oc1cc(O)cc2nc[nH]c(=O)c12. RXN SMILES: [CH2:5]([c:6]1[cH:7][cH:8][cH:9][cH:10][cH:11]1)[O:12][c:13]1[cH:14][c:15]([O:24][CH:25]([CH3:26])[CH3:27])[c:16]2[c:17](=[O:23])[nH:18][cH:19][n:20][c:21]2[cH:22]1.[CH3:28][N:29]([CH3:30])[CH:31]=[O:32].[CH:1]([O-:2])=[O:3].[NH4+:4]>>[OH:12][c:13]1[cH:14][c:15]([O:24][CH:25]([CH3:26])[CH3:27])[c:16]2[c:17](=[O:23])[nH:18][cH:19][n:20][c:21]2[cH:22]1. Starting materials: CCCC[C@H](C(=O)O)NC(=O)OCC1C2=CC=CC=C2C3=CC=CC=C13 (fmoc-D-Nle-OH), N=C=N (carbodiimide), Cl.COC(CN)=O (glycine methyl ester hydrochloride), C1=CC2=C(N=C1)N(N=N2)O (HOAt), C(C)(C)N(CC)C(C)C (diisopropylethylamine). Run in ClCCl (dichloromethane). Conditions: time 0.5 hour. Product: C1=CC=CC=2C3=CC=CC=C3C(C12)COC(=O)N[C@H](CCCC)C(=O)NCC(=O)OC (Methyl N-{[(9H-fluoren-9-ylmethyl)oxy]carbonyl}-D-norleucylglycinate). As a reaction SMILES: [CH3:1][CH2:2][CH2:3][CH2:4][C@@H:5]([NH:9][C:10]([O:12][CH2:13][CH:14]1[C:26]2[C:21](=[CH:22][CH:23]=[CH:24][CH:25]=2)[C:20]2[C:15]1=[CH:16][CH:17]=[CH:18][CH:19]=2)=[O:11])[C:6]([OH:8])=O.N=C=N.Cl.[CH3:31][O:32][C:33](=[O:36])[CH2:34][NH2:35].C1C=NC2N(O)N=NC=2C=1.C(N(C(C)C)CC)(C)C>ClCCl>[CH:16]1[C:15]2[CH:14]([CH2:13][O:12][C:10]([NH:9][C@@H:5]([C:6]([NH:35][CH2:34][C:33]([O:32][CH3:31])=[O:36])=[O:8])[CH2:4][CH2:3][CH2:2][CH3:1])=[O:11])[C:26]3[C:21](=[CH:22][CH:23]=[CH:24][CH:25]=3)[C:20]=2[CH:19]=[CH:18][CH:17]=1 |f:2.3|. Reported procedure: A mixture of fmoc-D-Nle-OH (10 g, 28.3 mmol, Novabiochem) and PS-carbodiimide (33 g, 42.45 mmol, 1.28 mmol/g, Argonaut Technologies Inc.) in dichloromethane (250 mL) was stirred at room temperature for 0.5 h. Then, glycine methyl ester hydrochloride (5.3 g, 42.45 mmol, Aldrich), HOAt (3.8 g, 28.3 mmol, Perseptive Biosystems) and diisopropylethylamine (16 mL, 84.9 mmol, Aldrich) were added and the mixture was stirred at room temperature for 16 h. The mixture was filtered and the resin was washed ...